Dataset: the Open Reaction Database (ORD), a public repository of structured organic reaction records. Task: describe an organic reaction: reactants, conditions, products, and yield The reactants are CNC(C)=O, CC(C)CN1CCC(=CC2=C(C(=O)OC(c3ccccc3)c3ccccc3)N3C(=O)C(NC(=O)OC(C)(C)C)C3S(=O)C2)C1=O, CN(C)C=O, ClCCl, O, BrP(Br)Br. The product is CC(C)CN1CCC(=CC2=C(C(=O)OC(c3ccccc3)c3ccccc3)N3C(=O)C(NC(=O)OC(C)(C)C)C3SC2)C1=O. Reaction SMILES: [C:54]([NH:55][CH3:56])(=[O:57])[CH3:58].[CH:1]([c:2]1[cH:3][cH:4][cH:5][cH:6][cH:7]1)([c:8]1[cH:9][cH:10][cH:11][cH:12][cH:13]1)[O:14][C:15](=[O:16])[C:17]1=[C:24]([CH:25]=[C:26]2[C:27](=[O:35])[N:28]([CH2:31][CH:32]([CH3:33])[CH3:34])[CH2:29][CH2:30]2)[CH2:23][S:22](=[O:36])[CH:21]2[N:18]1[C:19](=[O:45])[CH:20]2[NH:37][C:38](=[O:39])[O:40][C:41]([CH3:42])([CH3:43])[CH3:44].[CH:59]([N:60]([CH3:61])[CH3:62])=[O:63].[Cl:51][CH2:52][Cl:53].[OH2:50].[P:46]([Br:47])([Br:48])[Br:49]>>[CH:1]([c:2]1[cH:3][cH:4][cH:5][cH:6][cH:7]1)([c:8]1[cH:9][cH:10][cH:11][cH:12][cH:13]1)[O:14][C:15](=[O:16])[C:17]1=[C:24]([CH:25]=[C:26]2[C:27](=[O:35])[N:28]([CH2:31][CH:32]([CH3:33])[CH3:34])[CH2:29][CH2:30]2)[CH2:23][S:22][CH:21]2[N:18]1[C:19](=[O:45])[CH:20]2[NH:37][C:38](=[O:39])[O:40][C:41]([CH3:42])([CH3:43])[CH3:44]. The reactants are COC=1C=C(C=C(C1)OC)C=C(C(=O)O)C1=CC=C(C=C1)OC1=CC=C(C=C1)CCC(NC(=O)N)=O (3-(3,5-dimethoxyphenyl)-2-{4-[4-(3-oxo-3-ureido -propyl)-phenoxy]-phenyl}-acrylic acid), C(=O)([O-])[O-].[K+].[K+] (K2CO3), O (water), S(=O)(=O)(OCC)OCC (diethyl sulfate). Solvent: CS(=O)C (DMSO). Conditions: time 30 minute. The product is C(C)OC(C(=CC1=CC(=CC(=C1)OC)OC)C1=CC=C(C=C1)OC1=CC=C(C=C1)CCC(NC(=O)N)=O)=O (3-(3,5-dimethoxyphenyl)-2-{4-[4-(3-oxo-3-ureidopropyl)-phenoxy]-phenyl}-acrylic acid ethyl ester). Reaction SMILES: [CH3:1][O:2][C:3]1[CH:4]=[C:5]([CH:11]=[C:12]([C:16]2[CH:21]=[CH:20][C:19]([O:22][C:23]3[CH:28]=[CH:27][C:26]([CH2:29][CH2:30][C:31](=[O:36])[NH:32][C:33]([NH2:35])=[O:34])=[CH:25][CH:24]=3)=[CH:18][CH:17]=2)[C:13]([OH:15])=[O:14])[CH:6]=[C:7]([O:9][CH3:10])[CH:8]=1.C([O-])([O-])=O.[K+].[K+].S(OCC)(O[CH2:47][CH3:48])(=O)=O.O>CS(C)=O>[CH2:47]([O:14][C:13](=[O:15])[C:12]([C:16]1[CH:17]=[CH:18][C:19]([O:22][C:23]2[CH:28]=[CH:27][C:26]([CH2:29][CH2:30][C:31](=[O:36])[NH:32][C:33]([NH2:35])=[O:34])=[CH:25][CH:24]=2)=[CH:20][CH:21]=1)=[CH:11][C:5]1[CH:4]=[C:3]([O:2][CH3:1])[CH:8]=[C:7]([O:9][CH3:10])[CH:6]=1)[CH3:48] |f:1.2.3|. Procedure details: To a stirred solution of 6 (0.40 g, 0.81 mmol) in dry DMSO (3 mL) was added K2CO3 (0.14 g, 0.98 mmol). To this, diethyl sulfate (0.115 g, 0.91 mmol) was added and stirred at room temperature for 30 min. The reaction mixture was poured into water (30 mL) and extracted with ethyl acetate. The organic layer was dried over anhydrous magnesium sulfate and evaporated. The crude product was purified by column chromatography over silica gel and eluted with hexanes-ethyl acetate (3:1). Yield: 0.39 g, 92.... Reactants: C(=O)(C(F)(F)F)O (TFA), C(C)(C)(C)ON1C(C2=CC=CC=3C2=C(C1=O)C=C(C3N3CC(CC3)NC(OC(C)(C)C)=O)OC)=O ([1-(2-tert-butyloxy-1,3-dioxo-2,3-dihydro-5-methoxy-1H-benzo[de]isoquinolin-6-yl)-pyrrolidin-3-yl]-carbamic acid, tert-butyl ester). Run at time 8 hour. The product is NC1CN(CC1)C=1C(=CC=2C(N(C(C3=CC=CC1C23)=O)O)=O)OC (6-(3-Aminopyrrolidin-1-yl)-2-hydroxy-5-methoxy-benzo[de]isoquinoline-1,3-dione). The yield is 15.3%. As a reaction SMILES: C(O)(C(F)(F)F)=O.C([O:12][N:13]1[C:22](=[O:23])[C:21]2[CH:24]=[C:25]([O:40][CH3:41])[C:26]([N:27]3[CH2:31][CH2:30][CH:29]([NH:32]C(=O)OC(C)(C)C)[CH2:28]3)=[C:19]3[C:20]=2[C:15](=[CH:16][CH:17]=[CH:18]3)[C:14]1=[O:42])(C)(C)C>>[NH2:32][CH:29]1[CH2:30][CH2:31][N:27]([C:26]2[C:25]([O:40][CH3:41])=[CH:24][C:21]3[C:22](=[O:23])[N:13]([OH:12])[C:14](=[O:42])[C:15]4[C:20]=3[C:19]=2[CH:18]=[CH:17][CH:16]=4)[CH2:28]1. Reported procedure: Following the procedure from Example 62, TFA (1.0 mL) and [1-(2-tert-butyloxy-1,3-dioxo-2,3-dihydro-5-methoxy-1H-benzo[de]isoquinolin-6-yl)-pyrrolidin-3-yl]-carbamic acid, tert-butyl ester (0.2 g, 0.4 mmol, from Example N2) was stirred at room temperature overnight, concentrated, and the solid recrystallized from ethanol/ether to give 0.02 g of the title compound, mp 217-222° C. Reactants: C(C1=CC=CC=C1)N1CCC2(CC1)OC(C1=C(C2)C=CC=C1)=O (1'-benzylspiro[3H-2-benzopyran-3,4'-piperidine]-1(4H)-one), 3561-3568. The reagents and catalysts are [Pd] (palladium on carbon). Run in C(C)O (ethanol). Reaction conditions: time 2 hour. Product: N1CCC2(CC1)OC(C1=C(C2)C=CC=C1)=O (Spiro[3H-2-benzopyran-3,4'-piperidin]-1(4H)-one). Isolated yield 98.4%. Reaction SMILES: C([N:8]1[CH2:13][CH2:12][C:11]2([CH2:18][C:17]3[CH:19]=[CH:20][CH:21]=[CH:22][C:16]=3[C:15](=[O:23])[O:14]2)[CH2:10][CH2:9]1)C1C=CC=CC=1>[Pd].C(O)C>[NH:8]1[CH2:13][CH2:12][C:11]2([CH2:18][C:17]3[CH:19]=[CH:20][CH:21]=[CH:22][C:16]=3[C:15](=[O:23])[O:14]2)[CH2:10][CH2:9]1. Reported procedure: To a suspension of 10% palladium on carbon (5 mg) in ethanol (5 mL) was added of 1'-benzylspiro[3H-2-benzopyran-3,4'-piperidine]-1(4H)-one (20 mg, 0.058 mmol). (Hashigaki et al Chem. Pharm. Bull. 32 pg 3561-3568 (1984)). Hydrogenation was performed at 1 atmosphere pressure at room temperature. The reaction was stirred for 2 hours under hydrogen atmosphere, until TLC analysis indicated that the reaction was complete. The catalyst was removed by vacuum filtration through celite 545 and the filtrat... Starting materials: C1COCCO1, COc1ccc(B(O)O)cc1, Cc1ccccc1, CCOC(=O)CC1CCc2cc(OCCCN(C)c3nc(Cl)c(C#N)cc3F)ccc21, [Na+], [Na+], O=C([O-])[O-], O. The product is CCOC(=O)CC1CCc2cc(OCCCN(C)c3nc(-c4ccc(OC)cc4)c(C#N)cc3F)ccc21. RXN SMILES: [CH2:32]1[O:33][CH2:34][CH2:35][O:36][CH2:37]1.[CH3:44][O:45][c:46]1[cH:47][cH:48][c:49]([B:52]([OH:53])[OH:54])[cH:50][cH:51]1.[CH3:55][c:56]1[cH:57][cH:58][cH:59][cH:60][cH:61]1.[Cl:1][c:2]1[c:3]([C:30]#[N:31])[cH:4][c:5]([F:29])[c:6]([N:8]([CH2:9][CH2:10][CH2:11][O:12][c:13]2[cH:14][c:15]3[c:19]([cH:20][cH:21]2)[CH:18]([CH2:22][C:23](=[O:24])[O:25][CH2:26][CH3:27])[CH2:17][CH2:16]3)[CH3:28])[n:7]1.[Na+:38].[Na+:39].[O-:40][C:41](=[O:42])[O-:43].[OH2:62]>>[c:2]1(-[c:49]2[cH:48][cH:47][c:46]([O:45][CH3:44])[cH:51][cH:50]2)[c:3]([C:30]#[N:31])[cH:4][c:5]([F:29])[c:6]([N:8]([CH2:9][CH2:10][CH2:11][O:12][c:13]2[cH:14][c:15]3[c:19]([cH:20][cH:21]2)[CH:18]([CH2:22][C:23](=[O:24])[O:25][CH2:26][CH3:27])[CH2:17][CH2:16]3)[CH3:28])[n:7]1. Reactants: [OH-].[Na+] (sodium hydroxide), Cl.C(C)OCC (hydrochloric acid diethyl ether), [H-].[Al+3].[Li+].[H-].[H-].[H-] (lithium aluminum hydride), C(#N)C1CC(CCC1)=O (1-cyanocyclohexan-3-one), solution, C([O-])([O-])=O.[K+].[K+] (potassium carbonate), C(C)OC(=O)C1=C2C(C(=O)NC2=O)=CC=C1 (ethoxycarbonylphthalimide). Run in O (water), O (water), O (water), O1CCCC1 (tetrahydrofuran), C(C)#N (acetonitrile). Conditions: time 5 hour. Product: O[C@H]1C[C@H](CCC1)CN1C(C2=CC=CC=C2C1=O)=O (cis-2-[(3-hydroxycyclohexyl)methyl]-1H-isoindole-1,3(2H)-dione). The yield is 39.7%. Reaction SMILES: [H-].[Al+3].[Li+].[H-].[H-].[H-].[C:7]([CH:9]1[CH2:14][CH2:13][CH2:12][C:11](=[O:15])[CH2:10]1)#[N:8].[OH-].[Na+].Cl.C(OCC)C.C(=O)([O-])[O-].[K+].[K+].C([O:32][C:33]([C:35]1[CH:45]=[CH:44][CH:43]=[C:37]2C(N[C:41](=[O:42])[C:36]=12)=O)=O)C>O1CCCC1.O.C(#N)C>[OH:15][C@@H:11]1[CH2:12][CH2:13][CH2:14][C@H:9]([CH2:7][N:8]2[C:33](=[O:32])[C:35]3[C:36](=[CH:37][CH:43]=[CH:44][CH:45]=3)[C:41]2=[O:42])[CH2:10]1 |f:0.1.2.3.4.5,7.8,9.10,11.12.13|. Procedure details: Under a nitrogen atmosphere, lithium aluminum hydride (92 mg, 2.44 mmol) was added to a solution of 1-cyanocyclohexan-3-one (100 mg, 0.812 mmol) in tetrahydrofuran (2 ml) at room temperature, and the resulting mixture was refluxed. After 5 hours, water, an aqueous sodium hydroxide solution and water were added in that order to the reaction solution, and the resulting mixture was filtered under reduced pressure. Thereafter, 1M-hydrochloric acid-diethyl ether (974 μl, 0.974 mmol) was added to the ... Starting materials: [N+](=O)([O-])C1=CC=C(C=N1)OC1=CC(=NC=C1)NC(OC(C)(C)C)=O (tert-butyl (4-((6-nitropyridin-3-yl)oxy)pyridin-2-yl)carbamate), [NH4+].[Cl-] (NH4Cl). The reagents and catalysts are [Zn] (zinc). Solvent: CO (MeOH), C1CCOC1 (THF). Reaction conditions: time 8 hour. Product: NC1=CC=C(C=N1)OC1=CC(=NC=C1)NC(OC(C)(C)C)=O (tert-butyl (4-((6-aminopyridin-3-yl)oxy)pyridin-2-yl)carbamate). Isolated yield 110.0%. As a reaction SMILES: [N+:1]([C:4]1[N:9]=[CH:8][C:7]([O:10][C:11]2[CH:16]=[CH:15][N:14]=[C:13]([NH:17][C:18](=[O:24])[O:19][C:20]([CH3:23])([CH3:22])[CH3:21])[CH:12]=2)=[CH:6][CH:5]=1)([O-])=O.[NH4+].[Cl-]>CO.C1COCC1.[Zn]>[NH2:1][C:4]1[N:9]=[CH:8][C:7]([O:10][C:11]2[CH:16]=[CH:15][N:14]=[C:13]([NH:17][C:18](=[O:24])[O:19][C:20]([CH3:22])([CH3:21])[CH3:23])[CH:12]=2)=[CH:6][CH:5]=1 |f:1.2|. Reported procedure: A solution of tert-butyl (4-((6-nitropyridin-3-yl)oxy)pyridin-2-yl)carbamate (1.6 g, 4.81 mmol) in MeOH (25 mL) and THF (25 mL) was treated with NH4Cl (7.73 g, 144 mmol) followed by the portion-wise addition of zinc dust (3.15 g, 48.1 mmol) and stirred at RT overnight. The solids were removed via filtration through diatomaceous earth, washed with THF and EtOAc and the filtrate concentrated to dryness. The residue was suspended in THF, sonicated, the solids removed via filtration and the filtrate...